The task is: describe an organic reaction: reactants, conditions, products, and yield. This data is from the Open Reaction Database (ORD), a public repository of structured organic reaction records. Starting materials: ClC=1C=C(C=NC1OC(C)C)C1=NC(=NO1)C=1C=C2C=C(NC2=CC1)CCC(=O)OCC (Ethyl 3-[5-(5-{5-chloro-6-[(1-methylethyl)oxy]-3-pyridinyl}-1,2,4-oxadiazol-3-yl)-1H-indol-2-yl]propanoate), C(OC)(OC)=O (dimethyl carbonate), C1CN2CCN1CC2 (DABCO). Solvent: CN(C=O)C (N,N-dimethylformamide), C(C)(=O)OCC (ethyl acetate). Yields the product ClC=1C=C(C=NC1OC(C)C)C1=NC(=NO1)C=1C=C2C=C(N(C2=CC1)C)CCC(=O)OC (Methyl 3-[5-(5-{5-chloro-6-[(1-methylethyl)oxy]-3-pyridinyl}-1,2,4-oxadiazol-3-yl)-1-methyl-1H-indol-2-yl]propanoate). Reaction SMILES: [Cl:1][C:2]1[CH:3]=[C:4]([C:12]2[O:16][N:15]=[C:14]([C:17]3[CH:18]=[C:19]4[C:23](=[CH:24][CH:25]=3)[NH:22][C:21]([CH2:26][CH2:27][C:28]([O:30][CH2:31]C)=[O:29])=[CH:20]4)[N:13]=2)[CH:5]=[N:6][C:7]=1[O:8][CH:9]([CH3:11])[CH3:10].[C:33](=O)(OC)OC.C1N2CCN(CC2)C1>CN(C)C=O.C(OCC)(=O)C>[Cl:1][C:2]1[CH:3]=[C:4]([C:12]2[O:16][N:15]=[C:14]([C:17]3[CH:18]=[C:19]4[C:23](=[CH:24][CH:25]=3)[N:22]([CH3:33])[C:21]([CH2:26][CH2:27][C:28]([O:30][CH3:31])=[O:29])=[CH:20]4)[N:13]=2)[CH:5]=[N:6][C:7]=1[O:8][CH:9]([CH3:11])[CH3:10]. Procedure details: A solution of ethyl 3-[5-(5-{5-chloro-6-[(1-methylethyl)oxy]-3-pyridinyl}-1,2,4-oxadiazol-3-yl)-1H-indol-2-yl]propanoate (D115) (112 mg), dimethyl carbonate (2.0 mL) and DABCO (33 mg) in N,N-dimethylformamide (2 mL) was stirred at 90° C. for 2 days. After cooled to room temperature, the reaction mixture was diluted with ethyl acetate. The organic solution was washed with water. The organic solution was dried over anhydrous sodium sulfate. The dried solution was concentrated. The residue was puri... Reactants: Cl.Cl.CC(C(=O)OC)(CN1CCNCC1)C (methyl 2,2-dimethyl-3-(piperazin-1-yl)propanoate dihydrochloride), C([O-])(O)=O.[Na+] (sodium bicarbonate). Solvent: O (water). The product is Cl.CC(C(=O)OC)(CN1CCNCC1)C (methyl 2,2-dimethyl-3-(piperazin-1-yl)propanoate hydrochloride). The yield is 84.6%. Reaction SMILES: [ClH:1].Cl.[CH3:3][C:4]([CH3:16])([CH2:9][N:10]1[CH2:15][CH2:14][NH:13][CH2:12][CH2:11]1)[C:5]([O:7][CH3:8])=[O:6].C(=O)(O)[O-].[Na+]>O>[ClH:1].[CH3:3][C:4]([CH3:16])([CH2:9][N:10]1[CH2:15][CH2:14][NH:13][CH2:12][CH2:11]1)[C:5]([O:7][CH3:8])=[O:6] |f:0.1.2,3.4,6.7|. Procedure: Dissolve methyl 2,2-dimethyl-3-(piperazin-1-yl)propanoate dihydrochloride (112.0 g, 409.95 mmoles) in water (250 mL). Add solid sodium bicarbonate to give an aqueous layer of pH 4 and extract the mixture into a solution of 10% DCM in diethyl ether (300 mL) to remove some dark solid matter and some color. Discard the organic layer. Basify the aqueous phase to pH 8 with 2M aqueous sodium hydroxide solution, then saturate with solid sodium chloride. Extract into a 10% solution of isopropanol in chl... Starting materials: CC(=O)C1=CC(=C(C(=C1)F)F)F (3,4,5-trifluoroacetophenone), C(O)CN (ethanolamine). Solvent: C1(=CC=CC=C1)C (toluene). Conditions: time 3 hour. Product: FC=1C=C(C=C(C1F)F)C(C)NCCO (2-[1-(3,4,5-trifluorophenyl)ethylamino]ethanol). Isolated yield 34.2%. Reaction SMILES: [CH3:1][C:2]([C:4]1[CH:9]=[C:8]([F:10])[C:7]([F:11])=[C:6]([F:12])[CH:5]=1)=O.[CH2:13]([CH2:15][NH2:16])[OH:14]>C1(C)C=CC=CC=1>[F:12][C:6]1[CH:5]=[C:4]([CH:2]([NH:16][CH2:15][CH2:13][OH:14])[CH3:1])[CH:9]=[C:8]([F:10])[C:7]=1[F:11]. Procedure details: A mixture of 3,4,5-trifluoroacetophenone (2.0 g), ethanolamine (2.0 g), and toluene (20 mL) was heated under reflux in a Dean-Stark apparatus for 2.5 hours. The reaction solution was concentrated under reduced pressure, and then the residue was diluted with ethanol (30 mL) and sodium borohydride (1.0 g) was added under ice-cooling. The mixture was stirred at room temperature for three hours and then diluted with a 2 N sodium hydroxide solution and chloroform. Thereafter, the organic layer was se... Starting materials: CCOC(=O)C(=Cc1ccc(-c2cccc(NC)c2)nc1)OCC, CCN(C(C)C)C(C)C, O=C(Cl)Oc1ccc([N+](=O)[O-])cc1, ClCCl, O. Yields the product CCOC(=O)C(=Cc1ccc(-c2cccc(N(C)C(=O)Oc3ccc([N+](=O)[O-])cc3)c2)nc1)OCC. Reaction SMILES: [CH2:23]([CH3:24])[O:25][C:26]([C:27](=[O:28])[O:29][CH2:30][CH3:31])=[CH:32][c:33]1[cH:34][n:35][c:36](-[c:39]2[cH:40][c:41]([NH:45][CH3:46])[cH:42][cH:43][cH:44]2)[cH:37][cH:38]1.[CH:14]([N:15]([CH:16]([CH3:17])[CH3:18])[CH2:19][CH3:20])([CH3:21])[CH3:22].[Cl:1][C:2](=[O:3])[O:4][c:5]1[cH:6][cH:7][c:8]([N+:11](=[O:12])[O-:13])[cH:9][cH:10]1.[Cl:48][CH2:49][Cl:50].[OH2:47]>>[C:2](=[O:3])([O:4][c:5]1[cH:6][cH:7][c:8]([N+:11](=[O:12])[O-:13])[cH:9][cH:10]1)[N:45]([c:41]1[cH:40][c:39](-[c:36]2[n:35][cH:34][c:33]([CH:32]=[C:26]([O:25][CH2:23][CH3:24])[C:27](=[O:28])[O:29][CH2:30][CH3:31])[cH:38][cH:37]2)[cH:44][cH:43][cH:42]1)[CH3:46]. The reactants are C(O)([O-])=O.[K+] (potassium hydrogencarbonate), COC(CN)OC (aminoacetaldehyde dimethylacetal), BrC1=CC=C(C(=O)Cl)C=C1 (4-bromobenzoyl chloride). The solvent is O (water), CC(=O)C (acetone). Conditions: time 30 minute. The product is BrC1=CC=C(C(=O)NCC(OC)OC)C=C1 (4-Bromo-N-(2,2-dimethoxy-ethyl)-benzamide). As a reaction SMILES: [CH3:1][O:2][CH:3]([O:6][CH3:7])[CH2:4][NH2:5].C(=O)([O-])O.[K+].[Br:13][C:14]1[CH:22]=[CH:21][C:17]([C:18](Cl)=[O:19])=[CH:16][CH:15]=1>O.CC(C)=O>[Br:13][C:14]1[CH:22]=[CH:21][C:17]([C:18]([NH:5][CH2:4][CH:3]([O:6][CH3:7])[O:2][CH3:1])=[O:19])=[CH:16][CH:15]=1 |f:1.2|. Procedure: A solution of 24 mmol aminoacetaldehyde dimethylacetal was dissolved in 30 ml of water and treated with 25 mmol of potassium hydrogencarbonate. A solution of 23 mmol of 4-bromobenzoyl chloride in 50 ml of acetone was slowly added under stirring over a period of 30 min. The acetone was evaporated and the aqueous phase was extracted 3 times with ethyl acetate to yield the crude title compound as a slightly brown solid. The reactants are FC1=CC=C(C=C1)C1=NNC2=CC=C(C=C12)NC(=O)C1=CC=C(C(=O)O)C=C1 (4-{N-[3-(4-Fluorophenyl)-1H-indazol-5-yl]carbamoyl}benzoic acid), [Cl-].[NH4+] (ammonium chloride). The solvent is [OH-].[NH4+] (ammonium hydroxide). Product: FC1=CC=C(C=C1)C1=NNC2=CC=C(C=C12)NC(=O)C1=CC=C(C(=O)N)C=C1 (4-{N-[3-(4-Fluorophenyl)-1H-indazol-5-yl]carbamoyl}benzamide). The yield is 357.2%. Reaction SMILES: [F:1][C:2]1[CH:7]=[CH:6][C:5]([C:8]2[C:16]3[C:11](=[CH:12][CH:13]=[C:14]([NH:17][C:18]([C:20]4[CH:28]=[CH:27][C:23]([C:24](O)=[O:25])=[CH:22][CH:21]=4)=[O:19])[CH:15]=3)[NH:10][N:9]=2)=[CH:4][CH:3]=1.[Cl-].[NH4+:30]>[OH-].[NH4+]>[F:1][C:2]1[CH:3]=[CH:4][C:5]([C:8]2[C:16]3[C:11](=[CH:12][CH:13]=[C:14]([NH:17][C:18]([C:20]4[CH:21]=[CH:22][C:23]([C:24]([NH2:30])=[O:25])=[CH:27][CH:28]=4)=[O:19])[CH:15]=3)[NH:10][N:9]=2)=[CH:6][CH:7]=1 |f:1.2,3.4|. Procedure details: The product of example 45 (195 mg, 0.500 mmol) in concentrated ammonium hydroxide (5 mL) and ammonium chloride (1.00 mg) was heated in a sealed tube at 100° C. for 4 hours. The resulting precipitate was filtered, dried and purified by chromatography (SiO2, 80% ethyl acetate/hexanes) to provide the title compound (25 mg, 13% yield). 1H NMR (DMSO-d6) δ 13.24 (br s, 1H), 10.42 (s, 1H), 8.53 (s, 1H), 8.12 (s, 1H), 7.97 (m, 6H), 7.74 (d, 1H), 7.55 (m, 2H), 7.37 (t, 2H); ES-MS (m/z) 375 [M+1]+. Reactants: O=C([O-])[O-], COS(=O)(=O)OC, CC(C)=O, O=C(O)C(=O)c1ccccc1Nc1c(Cl)cccc1Cl, [K+], [K+]. The product is COC(=O)C(=O)c1ccccc1Nc1c(Cl)cccc1Cl. RXN SMILES: [C:21](=[O:22])([O-:23])[O-:24].[CH3:27][O:28][S:29]([O:30][CH3:31])(=[O:32])=[O:33].[CH3:34][C:35](=[O:36])[CH3:37].[Cl:1][c:2]1[c:3]([NH:4][c:5]2[c:6]([C:11]([C:12](=[O:13])[OH:14])=[O:15])[cH:7][cH:8][cH:9][cH:10]2)[c:16]([Cl:20])[cH:17][cH:18][cH:19]1.[K+:25].[K+:26]>>[Cl:1][c:2]1[c:3]([NH:4][c:5]2[c:6]([C:11]([C:12](=[O:13])[O:14][CH3:21])=[O:15])[cH:7][cH:8][cH:9][cH:10]2)[c:16]([Cl:20])[cH:17][cH:18][cH:19]1. The product is S(=O)(=O)(O)CCNC1=CC=C(C(=O)O)C=C1 (4-(2-sulfoethylamino)benzoic acid). Reaction SMILES: [S:1]([CH2:5][CH2:6][NH:7][C:8]1[CH:18]=[CH:17][C:11]([C:12]([O:14]CC)=[O:13])=[CH:10][CH:9]=1)([OH:4])(=[O:3])=[O:2].[OH-].[K+].C(O)C.Cl>O>[S:1]([CH2:5][CH2:6][NH:7][C:8]1[CH:18]=[CH:17][C:11]([C:12]([OH:14])=[O:13])=[CH:10][CH:9]=1)([OH:4])(=[O:3])=[O:2] |f:1.2|. Procedure: A mixture of 4.4 g. of ethyl 4-(2-sulfoethylamino)benzoate, 2.3 g. of potassium hydroxide, 10 ml. of water, and 90 ml. of ethanol is stirred under reflux for 8 hours, allowed to cool, diluted with water, and brought to pH 4 with concentrated hydrochloric acid. The precipitate is collected by filtration, dried, and recrystallized from acetic acid to yield 4-(2-sulfoethylamino)benzoic acid as a white solid. Reactants: S(=O)(=O)(O)CCNC1=CC=C(C(=O)OCC)C=C1 (ethyl 4-(2-sulfoethylamino)benzoate), Cl (hydrochloric acid), [OH-].[K+] (potassium hydroxide), C(C)O (ethanol). Solvent: O (water), O (water).